From a dataset of the Open Reaction Database (ORD), a public repository of structured organic reaction records. describe an organic reaction: reactants, conditions, products, and yield Starting materials: C1CCOC1, CO, [Li+], [OH-], O, O, CCOC(=O)CN1CCCC(C(c2ccccc2)c2ccc(C(F)(F)F)cc2)C1. The product is O=C(O)CN1CCCC(C(c2ccccc2)c2ccc(C(F)(F)F)cc2)C1. RXN SMILES: [CH2:33]1[O:34][CH2:35][CH2:36][CH2:37]1.[CH3:38][OH:39].[Li+:31].[OH-:30].[OH2:32].[OH2:40].[c:1]1([CH:7]([CH:8]2[CH2:9][N:10]([CH2:14][C:15](=[O:16])[O:17][CH2:18][CH3:19])[CH2:11][CH2:12][CH2:13]2)[c:20]2[cH:21][cH:22][c:23]([C:26]([F:27])([F:28])[F:29])[cH:24][cH:25]2)[cH:2][cH:3][cH:4][cH:5][cH:6]1>>[c:1]1([CH:7]([CH:8]2[CH2:9][N:10]([CH2:14][C:15](=[O:16])[OH:17])[CH2:11][CH2:12][CH2:13]2)[c:20]2[cH:21][cH:22][c:23]([C:26]([F:27])([F:28])[F:29])[cH:24][cH:25]2)[cH:2][cH:3][cH:4][cH:5][cH:6]1.